From a dataset of the Open Reaction Database (ORD), a public repository of structured organic reaction records. describe an organic reaction: reactants, conditions, products, and yield The reactants are ClC1=C2C(NC(=N1)C)=CC(=N2)C2=CC=CC=C2 (4-chloro-2-methyl-6-phenylpyrrolo[3,2-d]pyrimidine), [NH4+].[OH-] (NH4OH), C(=O)([O-])[O-].[K+].[K+] (K2CO3). The product is CC1=NC(=C2C(N1)=CC(=N2)C2=CC=CC=C2)N (2-Methyl-6-phenylpyrrolo[3,2-d]pyrimidin-4-ylamine). Yield: 5.4%. RXN SMILES: Cl[C:2]1[N:7]=[C:6]([CH3:8])[NH:5][C:4]2=[CH:9][C:10]([C:12]3[CH:17]=[CH:16][CH:15]=[CH:14][CH:13]=3)=[N:11][C:3]=12.[NH4+:18].[OH-].C([O-])([O-])=O.[K+].[K+]>>[CH3:8][C:6]1[NH:5][C:4]2=[CH:9][C:10]([C:12]3[CH:17]=[CH:16][CH:15]=[CH:14][CH:13]=3)=[N:11][C:3]2=[C:2]([NH2:18])[N:7]=1 |f:1.2,3.4.5|. Reported procedure: This compound was prepared according to the method described in Example 26 by employing 4-chloro-2-methyl-6-phenylpyrrolo[3,2-d]pyrimidine (Example 1(e)) (0.10 g, 0.41 mmol) with NH4OH (Aldrich Chemical Company) (2.5 mL, 21.4 mmol) and K2CO3 (0.33 g, 2.4 mmol). The crude reaction mixture was concentrated to dryness and the residue extracted with hot MeOH and concentrated. The resulting yellow oil was purified by flash chromatography on silica gel (1:40 MeOH/CH2Cl2 followed by 1:20 MeOH/CH2Cl2) t... The reactants are CC(=O)OC(C)=O, CCCCC(CN)(Cn1cncn1)c1ccccc1, c1ccncc1. The product is CCCCC(CNC(C)=O)(Cn1cncn1)c1ccccc1. Reaction SMILES: [CH3:20][C:21](=[O:22])[O:23][C:24](=[O:25])[CH3:26].[c:1]1([C:7]([CH2:8][NH2:9])([CH2:10][CH2:11][CH2:12][CH3:13])[CH2:14][n:15]2[n:16][cH:17][n:18][cH:19]2)[cH:2][cH:3][cH:4][cH:5][cH:6]1.[cH:27]1[cH:28][cH:29][n:30][cH:31][cH:32]1>>[c:1]1([C:7]([CH2:8][NH:9][C:21]([CH3:20])=[O:22])([CH2:10][CH2:11][CH2:12][CH3:13])[CH2:14][n:15]2[n:16][cH:17][n:18][cH:19]2)[cH:2][cH:3][cH:4][cH:5][cH:6]1.